The task is: describe an organic reaction: reactants, conditions, products, and yield. This data is from the Open Reaction Database (ORD), a public repository of structured organic reaction records. The reactants are ClCS(=O)(=O)NC1=C(C=C(C(=C1)N=C=O)F)Cl (1-chloro-N-(2-chloro-4-fluoro-5-isocyanatophenyl)methanesulfonamide), F[C@H]1C[C@@H](NC1)C(=O)O ((2R-trans)-4-fluoro-2-pyrrolidinecarboxylic acid). Solvent: O1CCCC1 (tetrahydrofuran). Run at time 8 hour. Product: ClC1=CC(=C(C=C1NS(=O)(=O)CCl)NC(=O)N1[C@H](C[C@@H](C1)F)C(=O)O)F ((2R-trans)-1-[[[4-chloro-5-[[(chloromethyl)sulfonyl]amino]-2-fluorophenyl]amino]carbonyl]-4-fluoro-2-pyrrolidinecarboxylic acid). Isolated yield 100.1%. RXN SMILES: [Cl:1][CH2:2][S:3]([NH:6][C:7]1[CH:12]=[C:11]([N:13]=[C:14]=[O:15])[C:10]([F:16])=[CH:9][C:8]=1[Cl:17])(=[O:5])=[O:4].[F:18][C@@H:19]1[CH2:23][NH:22][C@@H:21]([C:24]([OH:26])=[O:25])[CH2:20]1>O1CCCC1>[Cl:17][C:8]1[C:7]([NH:6][S:3]([CH2:2][Cl:1])(=[O:4])=[O:5])=[CH:12][C:11]([NH:13][C:14]([N:22]2[CH2:23][C@@H:19]([F:18])[CH2:20][C@@H:21]2[C:24]([OH:26])=[O:25])=[O:15])=[C:10]([F:16])[CH:9]=1. Procedure: 1-chloro-N-(2-chloro-4-fluoro-5-isocyanatophenyl)methanesulfonamide (120 g, 401 mmol) was dissolved in 400 mL of dry tetrahydrofuran. 55.8 g (420 mmol) of (2R-trans)-4-fluoro-2-pyrrolidinecarboxylic acid was added in a single portion and the mixture was stirred overnight at room temperature. The mixture was then filtered and the tetrahydrofuran was evaporated under reduced pressure. The residue was dissolved in 800 mL of ethyl acetate, a solution of 86.0 g of sodium bicarbonate in 870 mL of wate... Starting materials: ClC1=C(C=CC(=C1)N)C.C1(=CC=CC=C1)OC(NC1=CC(=C(C=C1)C)Cl)=O ((3-chloro-4-methyl-phenyl)-carbamic acid phenyl ester 2-chloro-4-amino toluene), [H-].[Na+] (sodium hydride), Diphenyl N-cyano-carbonimidate. The solvent is C1CCOC1 (THF). Reaction conditions: time 15 minute. The product is C1(=CC=CC=C1)OC(NC1=CC(=C(C=C1)C)Cl)=O ((3-chloro-4-methyl-phenyl)-carbamic acid phenyl ester). Isolated yield 95.5%. Reaction SMILES: ClC1C=C(N)C=CC=1C.[C:10]1([O:16][C:17](=[O:27])[NH:18][C:19]2[CH:24]=[CH:23][C:22]([CH3:25])=[C:21]([Cl:26])[CH:20]=2)[CH:15]=[CH:14][CH:13]=[CH:12][CH:11]=1.[H-].[Na+]>C1COCC1>[C:10]1([O:16][C:17](=[O:27])[NH:18][C:19]2[CH:24]=[CH:23][C:22]([CH3:25])=[C:21]([Cl:26])[CH:20]=2)[CH:15]=[CH:14][CH:13]=[CH:12][CH:11]=1 |f:0.1,2.3|. Reported procedure: Preparation of (3-chloro-4-methyl-phenyl)-carbamic acid phenyl ester 2-chloro-4-amino toluene (282 mg, 2 mmol) was dissolved in THF (10 mL). The mixture was added sodium hydride (128 mg, 3.2 mmol) and stirred at room temperature for 15 minutes. Diphenyl N-cyano-carbonimidate (715 mg, 3.0 mmol) was added and the mixture was heated to reflux for 4 hours. The reaction mixture was cooled to room temperature, quenched by saturated NH4Cl (10 mL), filtered and the solid was dried in oven to give (3-chl... Reactants: OC(C)[C@H]1C(N([C@@H]1SC)C(C(=O)OC)=C(C)C)=O (methyl 2-[(3S,4R)-3-{(1RS)-1-hydroxyethyl}-4-methylthio-2-oxoazetidin-1-yl]-3-methylbut-2-enoate), ClC(=O)OCC1=CC=C(C=C1)[N+](=O)[O-] (p-nitrobenzyl chloroformate). The reagents and catalysts are CN(C1=CC=NC=C1)C (4-dimethylaminopyridine). The solvent is ClCCl (dichloromethane), ClCCl (dichloromethane), C(C)(=O)OCC (ethyl acetate). Run at temperature 0 celsius, time 1.5 hour. Yields the product CC(=C(C(=O)OC)N1C([C@@H]([C@H]1SC)C(C)OC(=O)OCC1=CC=C(C=C1)[N+](=O)[O-])=O)C (methyl 3-methyl-2-[(3S,4R)-4-methylthio-3-{(1RS)-1-(p-nitrobenzyloxycarbonyloxy)ethyl}-2-oxoazetidin-1-yl]-but-2-enoate). Isolated yield 95.2%. RXN SMILES: [OH:1][CH:2]([C@@H:4]1[C@@H:7]([S:8][CH3:9])[N:6]([C:10](=[C:15]([CH3:17])[CH3:16])[C:11]([O:13][CH3:14])=[O:12])[C:5]1=[O:18])[CH3:3].Cl[C:20]([O:22][CH2:23][C:24]1[CH:29]=[CH:28][C:27]([N+:30]([O-:32])=[O:31])=[CH:26][CH:25]=1)=[O:21]>CN(C)C1C=CN=CC=1.ClCCl.C(OCC)(=O)C>[CH3:16][C:15]([CH3:17])=[C:10]([N:6]1[C@H:7]([S:8][CH3:9])[C@@H:4]([CH:2]([O:1][C:20]([O:22][CH2:23][C:24]2[CH:25]=[CH:26][C:27]([N+:30]([O-:32])=[O:31])=[CH:28][CH:29]=2)=[O:21])[CH3:3])[C:5]1=[O:18])[C:11]([O:13][CH3:14])=[O:12]. Procedure: To a solution of a mixture (1:3) of methyl 2-[(3S,4R)-3-{(1RS)-1-hydroxyethyl}-4-methylthio-2-oxoazetidin-1-yl]-3-methylbut-2-enoate (1.84 g) and 4-dimethylaminopyridine (1.23 g) in dichloromethane (20 ml) was added a solution of p-nitrobenzyl chloroformate (1.60 g) in dichloromethane (3 ml) at 0° C. After stirring at 0° C. for 1.5 hours, the mixture was diluted with ethyl acetate (150 ml) and washed with dilute hydrochloric acid, water, a dilute aqueous sodium bicarbonate, and brine. Drying ove...